This data is from the Open Reaction Database (ORD), a public repository of structured organic reaction records. The task is: describe an organic reaction: reactants, conditions, products, and yield Starting materials: ClC=1C(=CC=2C(=NC=3N(C=C(C(C3C2)=O)C(=O)O)CC)C1)F (8-chloro-1-ethyl-7-fluoro-4-oxo-1,4-dihydro-benzo[b][1,8]naphthyridine-3-carboxylic acid), N1CCNCC1 (piperazine). The solvent is N1=CC=CC=C1 (pyridine). Yields the product C(C)N1C=C(C(C=2C=C3C(=NC12)C=C(C(=C3)F)N3CCNCC3)=O)C(=O)O (1-Ethyl-7-fluoro-8-(1-piperazinyl)-4-oxo-1,4-dihydro-benzo[b][1,8]naphthyridine-3-carboxylic acid), O.O.O.C(C)N1C=C(C(C=2C=C3C(=NC12)C=C(C(=C3)F)N3CCNCC3)=O)C(=O)O (1-ethyl-7-fluoro-8-(1-piperazinyl)-4-oxo-1,4-dihydro-benzo[b][1,8]naphthyridine-3-carboxylic acid trihydrate). Yield: 222.0%. RXN SMILES: Cl[C:2]1[C:3]([F:22])=[CH:4][C:5]2[C:6]([CH:21]=1)=[N:7][C:8]1[N:9]([CH2:19][CH3:20])[CH:10]=[C:11]([C:16]([OH:18])=[O:17])[C:12](=[O:15])[C:13]=1[CH:14]=2.[NH:23]1[CH2:28][CH2:27][NH:26][CH2:25][CH2:24]1>N1C=CC=CC=1>[CH2:19]([N:9]1[C:8]2[N:7]=[C:6]3[CH:21]=[C:2]([N:23]4[CH2:28][CH2:27][NH:26][CH2:25][CH2:24]4)[C:3]([F:22])=[CH:4][C:5]3=[CH:14][C:13]=2[C:12](=[O:15])[C:11]([C:16]([OH:18])=[O:17])=[CH:10]1)[CH3:20].[OH2:15].[OH2:15].[OH2:15].[CH2:19]([N:9]1[C:8]2[N:7]=[C:6]3[CH:21]=[C:2]([N:23]4[CH2:28][CH2:27][NH:26][CH2:25][CH2:24]4)[C:3]([F:22])=[CH:4][C:5]3=[CH:14][C:13]=2[C:12](=[O:15])[C:11]([C:16]([OH:18])=[O:17])=[CH:10]1)[CH3:20] |f:4.5.6.7|. Procedure details: 1-Ethyl-7-fluoro-8-(1-piperazinyl)-4-oxo-1,4-dihydro-benzo[b][1,8]naphthyridine-3-carboxylic acid is prepared under the conditions of Reference Example 5, but starting from 1.6 g of 8-chloro-1-ethyl-7-fluoro-4-oxo-1,4-dihydro-benzo[b][1,8]naphthyridine-3-carboxylic acid and 4.3 g of piperazine in 20 cm3 of pyridine. After recrystallizing 3 times from, in total, 300 cm3 of dimethylformamide, 0.94 g of 1-ethyl-7-fluoro-8-(1-piperazinyl)-4-oxo-1,4-dihydro-benzo[b][1,8]naphthyridine-3-carboxylic aci... Reactants: FC1=C(C=C(C=C1)C(=O)C1=CC(=CC(=C1)OC(C(F)F)(F)F)F)OC ((4-fluoro-3-methoxyphenyl)(3-fluoro-5-(1,1,2,2-tetrafluoroethoxy)phenyl)methanone), Ti(OEt)4, CC(C)(C)[S@@](=O)N ((R)-2-methylpropane-2-sulfinamide). Run in C1CCOC1 (THF). Yields the product FC1=C(C=C(C=C1)C(=N[S@](=O)C(C)(C)C)C1=CC(=CC(=C1)OC(C(F)F)(F)F)F)OC ((R)-N-((4-fluoro-3-methoxyphenyl)(3-fluoro-5-(1,1,2,2-tetrafluoroethoxy)phenyl)methylene)-2-methylpropane-2-sulfinamide). Yield: 74.6%. RXN SMILES: [F:1][C:2]1[CH:7]=[CH:6][C:5]([C:8]([C:10]2[CH:15]=[C:14]([O:16][C:17]([F:22])([F:21])[CH:18]([F:20])[F:19])[CH:13]=[C:12]([F:23])[CH:11]=2)=O)=[CH:4][C:3]=1[O:24][CH3:25].[CH3:26][C:27]([S@:30]([NH2:32])=[O:31])([CH3:29])[CH3:28]>C1COCC1>[F:1][C:2]1[CH:7]=[CH:6][C:5]([C:8]([C:10]2[CH:15]=[C:14]([O:16][C:17]([F:22])([F:21])[CH:18]([F:20])[F:19])[CH:13]=[C:12]([F:23])[CH:11]=2)=[N:32][S@@:30]([C:27]([CH3:29])([CH3:28])[CH3:26])=[O:31])=[CH:4][C:3]=1[O:24][CH3:25]. Reported procedure: To a solution of (4-fluoro-3-methoxyphenyl)(3-fluoro-5-(1,1,2,2-tetrafluoroethoxy)phenyl)methanone (16 g, 43 mmol) in THF (70 mL) was added Ti(OEt)4 (15 g, 65.9 mmol), followed by the addition of (R)-2-methylpropane-2-sulfinamide (5.86 g, 48.3 mmol). The reaction mixture was heated at reflux for 16 h, allowed to cool to room temperature and quenched by addition of saturated NaCl. The resulting mixture was filtered and the organic solvent was removed under reduced pressure. The residue was purifi... Reactants: CC(C)(C)OC(=O)N1CCC(C#N)(c2cccc(Cl)c2Cl)CC1, CO, [H][H], N. Product: CC(C)(C)OC(=O)N1CCC(CN)(c2cccc(Cl)c2Cl)CC1. RXN SMILES: [C:1](#[N:2])[C:3]1([c:16]2[c:17]([Cl:23])[c:18]([Cl:22])[cH:19][cH:20][cH:21]2)[CH2:4][CH2:5][N:6]([C:9](=[O:10])[O:11][C:12]([CH3:13])([CH3:14])[CH3:15])[CH2:7][CH2:8]1.[CH3:27][OH:28].[H:24][H:25].[NH3:26]>>[CH2:1]([NH2:2])[C:3]1([c:16]2[c:17]([Cl:23])[c:18]([Cl:22])[cH:19][cH:20][cH:21]2)[CH2:4][CH2:5][N:6]([C:9](=[O:10])[O:11][C:12]([CH3:13])([CH3:14])[CH3:15])[CH2:7][CH2:8]1. Reactants: O=C([O-])N(C(=O)Nc1cc(Cl)cc(Cl)c1)c1cc(Cl)cc(Cl)c1, O=C([O-])COC(=O)Nc1cc(Cl)cc(Cl)c1. The product is O=C1COC(=O)N1c1cc(Cl)cc(Cl)c1. RXN SMILES: [Cl:17][c:18]1[cH:19][c:20]([N:21]([C:22]([NH:23][c:24]2[cH:25][c:26]([Cl:27])[cH:28][c:29]([Cl:30])[cH:31]2)=[O:32])[C:33]([O-:34])=[O:35])[cH:36][c:37]([Cl:38])[cH:39]1.[Cl:1][c:2]1[cH:3][c:4]([NH:9][C:10](=[O:11])[O:12][CH2:13][C:14](=[O:15])[O-:16])[cH:5][c:6]([Cl:8])[cH:7]1>>[Cl:1][c:2]1[cH:3][c:4]([N:9]2[C:10](=[O:11])[O:12][CH2:13][C:14]2=[O:16])[cH:5][c:6]([Cl:8])[cH:7]1. The reactants are Cl.CO (hydrogen chloride methanol), NC1=C(N=CN1[C@H]1[C@H]([C@H](OC(C2=CC=CC=C2)=O)[C@H](O1)COC(C1=CC=CC=C1)=O)F)C(CN=[N+]=[N-])=O (5-amino-4-azidoacetyl-1-(3,5-di-O-benzoyl-2-deoxy-2-fluoro-β-D-arabinofuranosyl)imidazole), [H][H] (hydrogen). The reagents and catalysts are [Pd] (palladium black). Solvent: CO (methanol). The product is NC1=C(N=CN1[C@H]1[C@H]([C@H](OC(C2=CC=CC=C2)=O)[C@H](O1)COC(C1=CC=CC=C1)=O)F)C(CN)=O (5-amino-4-aminoacetyl-1-(3,5-di-O-benzoyl-2-deoxy-2-fluoro-β-D-arabinofuranosyl)imidazole). RXN SMILES: [NH2:1][C:2]1[N:6]([C@@H:7]2[O:20][C@H:19]([CH2:21][O:22][C:23](=[O:30])[C:24]3[CH:29]=[CH:28][CH:27]=[CH:26][CH:25]=3)[C@@H:9]([O:10][C:11](=[O:18])[C:12]3[CH:17]=[CH:16][CH:15]=[CH:14][CH:13]=3)[C@@H:8]2[F:31])[CH:5]=[N:4][C:3]=1[C:32](=[O:37])[CH2:33][N:34]=[N+]=[N-].Cl.CO.[H][H]>CO.[Pd]>[NH2:1][C:2]1[N:6]([C@@H:7]2[O:20][C@H:19]([CH2:21][O:22][C:23](=[O:30])[C:24]3[CH:25]=[CH:26][CH:27]=[CH:28][CH:29]=3)[C@@H:9]([O:10][C:11](=[O:18])[C:12]3[CH:17]=[CH:16][CH:15]=[CH:14][CH:13]=3)[C@@H:8]2[F:31])[CH:5]=[N:4][C:3]=1[C:32](=[O:37])[CH2:33][NH2:34] |f:1.2|. Procedure: Compound (17) obtained in step (8) above (567 mg) was dissolved in methanol (23 ml), to which was then added a 2.2M hydrogen chloride-methanol solution (0.75 ml). The resulting solution was subjected to a catalytic reduction by blowing hydrogen into the solution at room temperature in the presence as catalyst of palladium black for 1 hour (for the reduction of the azido group). The reaction solution so obtained was filtered and the filtrate was concentrated to leave a solid, which was then washe... The reactants are [Al+3], COC(=O)C(C)=O, COc1ccc2ccccc2c1, [Cl-], [Cl-], [Cl-], ClCCl. The product is COC(=O)C(C)(O)c1ccc2cc(OC)ccc2c1. As a reaction SMILES: [Al+3:21].[CH3:13][O:14][C:15](=[O:16])[C:17]([CH3:18])=[O:19].[CH3:1][O:2][c:3]1[cH:4][c:5]2[cH:6][cH:7][cH:8][cH:9][c:10]2[cH:11][cH:12]1.[Cl-:20].[Cl-:22].[Cl-:23].[Cl:24][CH2:25][Cl:26]>>[CH3:1][O:2][c:3]1[cH:4][c:5]2[cH:6][cH:7][c:8]([C:17]([C:15]([O:14][CH3:13])=[O:16])([CH3:18])[OH:19])[cH:9][c:10]2[cH:11][cH:12]1.